From a dataset of the Open Reaction Database (ORD), a public repository of structured organic reaction records. describe an organic reaction: reactants, conditions, products, and yield Starting materials: C(C)(=O)C=1C=NC(=CC1)Cl (3-acetyl-6-chloropyridine), COC(N(C)C)OC (N,N-dimethylformamide dimethylacetal). Solvent: hexanes. Product: CN(C=CC(=O)C=1C=NC(=CC1)Cl)C (3-(3-(dimethylamino)prop-2-en-1-onyl)-6-chloropyridine). As a reaction SMILES: [C:1]([C:4]1[CH:5]=[N:6][C:7]([Cl:10])=[CH:8][CH:9]=1)(=[O:3])[CH3:2].CO[CH:13](OC)[N:14]([CH3:16])[CH3:15]>>[CH3:13][N:14]([CH3:16])[CH:15]=[CH:2][C:1]([C:4]1[CH:5]=[N:6][C:7]([Cl:10])=[CH:8][CH:9]=1)=[O:3]. Reported procedure: A homogeneous mixture of 3-acetyl-6-chloropyridine (5 mL) (which can be prepared in a similar manner by the methods disclosed in Lee, C-H. et al., J. Med. Chem. (2001), Vol. 44, pp. 2133-2138) in N,N-dimethylformamide dimethylacetal (15 mL) was refluxed for 4 h. After cooling the reaction mixture to ambient temperature, it was diluted with hexanes (100 mL), sonicated for 30 seconds and the solid formed was isolated by filtration. The resulting solid was then washed with hexanes (3×25 mL), dried ... Isolated yield 53.2%. Procedure: A solution of tris(dibenzylideneacetone)dipalladium (0). dibenzylideneacetone solvate (42.5 mg) and 2-(dicyclohexylphosphino-2′,4′,6′-triisopropyl-1,1′-biphenyl) (76.18 mg) in toluene (4 ml) and 1,2-dimethoxyethane (4 ml) was stirred at 70° C. for 1 hr. After allowing to cool to room temperature, methyl(S)-2-(6-(((trifluoromethyl)sulfonyl)oxy)-2,3-dihydrobenzofuran-3-yl)acetate (864.3 mg), (2′,6′-dimethyl-4′-(3-(methylsulfonyl)propoxy)-[1,1′-biphenyl]-3-yl)methanol (1.15 g) and cesium carbonate ... Product: CC1=C(C(=CC(=C1)OCCCS(=O)(=O)C)C)C1=CC(=CC=C1)COC1=CC2=C(C(=CO2)CC(=O)O)C=C1 ([6-({2′,6′-dimethyl-4′-[3-(methylsulfonyl)propoxy]biphenyl-3-yl}methoxy)-1-benzofuran-3-yl]acetic acid). Reactants: C(C1=CC=CC=C1)=CC(=O)C=CC1=CC=CC=C1 (dibenzylideneacetone), 2-(dicyclohexylphosphino-2′,4′,6′-triisopropyl-1,1′-biphenyl), FC(S(=O)(=O)OC1=CC2=C([C@@H](CO2)CC(=O)OC)C=C1)(F)F (methyl(S)-2-(6-(((trifluoromethyl)sulfonyl)oxy)-2,3-dihydrobenzofuran-3-yl)acetate), CC1=C(C(=CC(=C1)OCCCS(=O)(=O)C)C)C1=CC(=CC=C1)CO ((2′,6′-dimethyl-4′-(3-(methylsulfonyl)propoxy)-[1,1′-biphenyl]-3-yl)methanol), C([O-])([O-])=O.[Cs+].[Cs+] (cesium carbonate). Reaction SMILES: C(=CC(C=CC1C=CC=CC=1)=O)C1C=CC=CC=1.FC(F)(F)S([O:24][C:25]1[CH:38]=[CH:37][C:28]2[C@H:29]([CH2:32][C:33]([O:35]C)=[O:34])[CH2:30][O:31][C:27]=2[CH:26]=1)(=O)=O.[CH3:41][C:42]1[CH:47]=[C:46]([O:48][CH2:49][CH2:50][CH2:51][S:52]([CH3:55])(=[O:54])=[O:53])[CH:45]=[C:44]([CH3:56])[C:43]=1[C:57]1[CH:62]=[CH:61][CH:60]=[C:59]([CH2:63]O)[CH:58]=1.C(=O)([O-])[O-].[Cs+].[Cs+]>C1(C)C=CC=CC=1.COCCOC.C1C=CC(/C=C/C(/C=C/C2C=CC=CC=2)=O)=CC=1.C1C=CC(/C=C/C(/C=C/C2C=CC=CC=2)=O)=CC=1.C1C=CC(/C=C/C(/C=C/C2C=CC=CC=2)=O)=CC=1.[Pd].[Pd]>[CH3:56][C:44]1[CH:45]=[C:46]([O:48][CH2:49][CH2:50][CH2:51][S:52]([CH3:55])(=[O:53])=[O:54])[CH:47]=[C:42]([CH3:41])[C:43]=1[C:57]1[CH:62]=[CH:61][CH:60]=[C:59]([CH2:63][O:24][C:25]2[CH:38]=[CH:37][C:28]3[C:29]([CH2:32][C:33]([OH:35])=[O:34])=[CH:30][O:31][C:27]=3[CH:26]=2)[CH:58]=1 |f:3.4.5,8.9.10.11.12|. Run in C1(=CC=CC=C1)C (toluene), COCCOC (1,2-dimethoxyethane). Reaction conditions: time 6 hour. Reagents/catalysts: C=1C=CC(=CC1)/C=C/C(=O)/C=C/C2=CC=CC=C2.C=1C=CC(=CC1)/C=C/C(=O)/C=C/C2=CC=CC=C2.C=1C=CC(=CC1)/C=C/C(=O)/C=C/C2=CC=CC=C2.[Pd].[Pd] (tris(dibenzylideneacetone)dipalladium). Reactants: ClC=1C(=C(CBr)C=CC1)F (3-chloro-2-fluorobenzylbromide), NC(=S)N (thiourea). The solvent is C(C)O (ethanol). The product is ClC=1C(=C(C=CC1)CS)F (3-chloro-2-fluoro-benzenemethanethiol). Isolated yield 63.5%. RXN SMILES: [Cl:1][C:2]1[C:3]([F:10])=[C:4]([CH:7]=[CH:8][CH:9]=1)[CH2:5]Br.NC(N)=[S:13]>C(O)C>[Cl:1][C:2]1[C:3]([F:10])=[C:4]([CH2:5][SH:13])[CH:7]=[CH:8][CH:9]=1. Procedure details: A mixture of 3-chloro-2-fluorobenzylbromide (5.0 g), thiourea (3.4 g) in a solvent of ethanol (200 ml) was heated under reflux for 16 hours. The mixture was evaporated to dryness and to the residue was added a solution of sodium hydroxide (30 g) in water (300 ml) and the mixture heated under reflux for 1 hour. Allowed to cool to room temperature and acidified with concentrated hydrochloric acid, the product was extracted into ether to give the subtitle compound as an oil (2.51 g). Reactants: COC(=O)C(=O)c1cccn1C, S, c1ccncc1. Product: COC(=O)Cc1cccn1C. RXN SMILES: [CH3:1][n:2]1[c:3]([C:7]([C:8](=[O:9])[O:10][CH3:11])=[O:12])[cH:4][cH:5][cH:6]1.[SH2:13].[cH:14]1[cH:15][cH:16][n:17][cH:18][cH:19]1>>[CH3:1][n:2]1[c:3]([CH2:7][C:8](=[O:9])[O:10][CH3:11])[cH:4][cH:5][cH:6]1. Reactants: BrCC=C(C)C (4-Bromo-2-methyl-2-butene), C(C)OC(C(C(C)=O)C)=O (2-methyl-3-oxo-butyric acid ethyl ester), CN(C=O)C (N,N-dimethylformamide), oil, [H-].[Na+] (sodium hydride), [Cl-].[NH4+] (ammonium chloride). Run at time 10 minute. Product: C(C)OC(C(CC=C(C)C)(C)C(C)=O)=O (2-Acetyl-2,5-dimethyl-hex-4-enoic acid ethyl ester). Yield: 78.0%. RXN SMILES: [CH2:1]([O:3][C:4](=[O:10])[CH:5]([CH3:9])[C:6](=[O:8])[CH3:7])[CH3:2].[H-].[Na+].BrC[CH:15]=[C:16]([CH3:18])[CH3:17].[Cl-].[NH4+].[CH3:21]N(C)C=O>>[CH2:1]([O:3][C:4](=[O:10])[C:5]([C:6](=[O:8])[CH3:7])([CH3:21])[CH2:9][CH:15]=[C:16]([CH3:18])[CH3:17])[CH3:2] |f:1.2,4.5|. Procedure details: A solution of 2-methyl-3-oxo-butyric acid ethyl ester (3.0 g, 0.0208 mol) in anhydrous N,N-dimethylformamide (80 mL) was cooled to 0° C. and treated with a 60% oil dispersion of sodium hydride (1.0 g, 0.0416 mol). The cooling bath was removed and the reaction mixture was stirred for 10 min. 4-Bromo-2-methyl-2-butene (3.73 g, 0.025 mol) was added and the reaction mixture was stirred for 16 h. The reaction mixture was poured into a mixture of ice and 4.0 M aqueous ammonium chloride solution. The m...